This data is from the Open Reaction Database (ORD), a public repository of structured organic reaction records. The task is: describe an organic reaction: reactants, conditions, products, and yield The reactants are C(#N)CC(OP(Cl)Cl)C(CC=C)(CC)CC (2-cyano-1-(1,1-diethyl-3-butenyl)ethoxydichlorophosphine), C[Si](N1C=NC=C1)(C)C (1-(trimethylsilyl)imidazole). Solvent: C1(=CC=CC=C1)C (toluene). Run at time 10 minute. Product: C(#N)CC(OP(C=1NC=CN1)C=1NC=CN1)C(CC=C)(CC)CC (2-cyano-1-(1,1-diethyl-3-butenyl)ethoxybisimidazolyl phosphine). RXN SMILES: [C:1]([CH2:3][CH:4]([C:9]([CH2:15][CH3:16])([CH2:13][CH3:14])[CH2:10][CH:11]=[CH2:12])[O:5][P:6](Cl)Cl)#[N:2].C[Si](C)(C)[N:19]1[CH:23]=[CH:22][N:21]=[CH:20]1>C1(C)C=CC=CC=1>[C:1]([CH2:3][CH:4]([C:9]([CH2:15][CH3:16])([CH2:13][CH3:14])[CH2:10][CH:11]=[CH2:12])[O:5][P:6]([C:20]1[NH:19][CH:23]=[CH:22][N:21]=1)[C:20]1[NH:21][CH:22]=[CH:23][N:19]=1)#[N:2]. Procedure details: To toluene (3 ml) there were added 0.578 g (2.05 mmol) of 2-cyano-1-(1,1-diethyl-3-butenyl)ethoxydichlorophosphine and 0.632 g (4.50 mmol) of 1-(trimethylsilyl)imidazole under an argon atmosphere at room temperature, and reaction was conducted for 10 minutes. After by-product chlorotrimethylsilane and toluene were removed under reduced pressure for 25 minutes at room temperature, the residual toluene and excess 1-(trimethylsilyl)imidazole were removed under reduced pressure for 2 hours at 55° C....